From a dataset of the Open Reaction Database (ORD), a public repository of structured organic reaction records. describe an organic reaction: reactants, conditions, products, and yield Starting materials: CC(C)(C)O, C1CCOC1, CC=C(C)C, CC(=O)O, [O-][Cl+][O-], CC12CCC(C=O)=CC1=CCC1C2CCC2(C)C(C(=O)CCCC(F)(F)F)CCC12, [Na+], [Na+], [Na+], [Na+], O, O=P([O-])([O-])[O-]. Product: CC12CCC(C(=O)O)=CC1=CCC1C2CCC2(C)C(C(=O)CCCC(F)(F)F)CCC12. Reaction SMILES: [C:58]([OH:59])([CH3:60])([CH3:61])[CH3:62].[CH2:49]1[O:50][CH2:51][CH2:52][CH2:53]1.[CH3:44][C:45](=[CH:46][CH3:47])[CH3:48].[CH3:54][C:55](=[O:56])[OH:57].[Cl+:1]([O-:2])[O-:3].[F:5][C:6]([CH2:7][CH2:8][CH2:9][C:10](=[O:11])[CH:12]1[C:13]2([CH3:14])[CH:15]([CH2:16][CH2:17]1)[CH:18]1[CH2:19][CH:20]=[C:21]3[CH:22]=[C:23]([CH:31]=[O:32])[CH2:24][CH2:25][C:26]3([CH3:27])[CH:28]1[CH2:29][CH2:30]2)([F:33])[F:34].[Na+:40].[Na+:41].[Na+:42].[Na+:4].[OH2:43].[P:35](=[O:36])([O-:37])([O-:38])[O-:39]>>[F:5][C:6]([CH2:7][CH2:8][CH2:9][C:10](=[O:11])[CH:12]1[C:13]2([CH3:14])[CH:15]([CH2:16][CH2:17]1)[CH:18]1[CH2:19][CH:20]=[C:21]3[CH:22]=[C:23]([C:31](=[O:32])[OH:36])[CH2:24][CH2:25][C:26]3([CH3:27])[CH:28]1[CH2:29][CH2:30]2)([F:33])[F:34].